Dataset: the Open Reaction Database (ORD), a public repository of structured organic reaction records. Task: describe an organic reaction: reactants, conditions, products, and yield Reactants: COC1=CC=C(C(=N1)OCC(=O)OC)[N+](=O)[O-] (6-methoxy-2-(methoxycarbonyl)methoxy-3-nitropyridine). The reagents and catalysts are [Pt]=O (platinum oxide). The solvent is C(C)O (ethanol). Conditions: time 3 hour. Product: NC=1C(=NC(=CC1)OC)OCC(=O)OC (3-amino-6-methoxy-2-(methoxycarbonyl)methoxypyridine). Reaction SMILES: [CH3:1][O:2][C:3]1[N:8]=[C:7]([O:9][CH2:10][C:11]([O:13][CH3:14])=[O:12])[C:6]([N+:15]([O-])=O)=[CH:5][CH:4]=1>[Pt]=O.C(O)C>[NH2:15][C:6]1[C:7]([O:9][CH2:10][C:11]([O:13][CH3:14])=[O:12])=[N:8][C:3]([O:2][CH3:1])=[CH:4][CH:5]=1. Procedure details: A mixture of 6-methoxy-2-(methoxycarbonyl)methoxy-3-nitropyridine, platinum oxide and ethanol is stirred for 3 hours at room temperature under hydrogen atmosphere. The reaction system is purged with nitrogen, then, the reaction solution is filtrated through Celite, and the filtrate is concentrated. The residue is subjected to silica gel column chromatography to obtain 3-amino-6-methoxy-2-(methoxycarbonyl)methoxypyridine. Starting materials: CCOP(=O)(OCC)c1ccc(F)c2ccccc12, C1CCNC1. Product: CCOP(=O)(OCC)c1ccc(N2CCCC2)c2ccccc12. As a reaction SMILES: [CH2:1]([CH3:2])[O:3][P:4]([O:5][CH2:6][CH3:7])(=[O:8])[c:9]1[cH:10][cH:11][c:12]([F:19])[c:13]2[cH:14][cH:15][cH:16][cH:17][c:18]12.[CH2:20]1[CH2:21][CH2:22][NH:23][CH2:24]1>>[CH2:1]([CH3:2])[O:3][P:4]([O:5][CH2:6][CH3:7])(=[O:8])[c:9]1[cH:10][cH:11][c:12]([N:23]2[CH2:22][CH2:21][CH2:20][CH2:24]2)[c:13]2[cH:14][cH:15][cH:16][cH:17][c:18]12. Starting materials: [Li+].[OH-] (LiOH), NC1=C(C=C(C=C1C(F)(F)F)C[C@H](C(=O)N1CCC(CC1)N1[C@@H](CN(CC1)C)C(=O)OCC)OC(=O)N1CCC(CC1)N1C(NC2=C(CC1)C=CC=C2)=O)Cl (ethyl (S)-1-(1-{(R)-3-(4-amino-3-chloro-5-trifluoromethyl-phenyl)-2-[4-(2-oxo-1,2,4,5-tetrahydro-1,3-benzodiazepin-3-yl)-piperidine-1-carbonyloxy]-propionyl}-piperidin-4-yl)-4-methyl-piperazine-2-carboxylate). The solvent is C1CCOC1 (THF). Reaction conditions: time 20 hour. Yields the product NC1=C(C=C(C=C1C(F)(F)F)C[C@H](C(=O)N1CCC(CC1)N1[C@@H](CN(CC1)C)C(=O)O)OC(=O)N1CCC(CC1)N1C(NC2=C(CC1)C=CC=C2)=O)Cl ((S)-1-(1-{(R)-3-(4-amino-3-chloro-5-trifluoromethyl-phenyl)-2-[4-(2-oxo-1,2,4,5-tetrahydro-1,3-benzodiazepin-3-yl)-piperidine-1-carbonyloxy]-propionyl}-piperidin-4-yl)-4-methyl-piperazine-2-carboxylic acid). As a reaction SMILES: [Li+].[OH-].[NH2:3][C:4]1[C:9]([C:10]([F:13])([F:12])[F:11])=[CH:8][C:7]([CH2:14][C@@H:15]([O:36][C:37]([N:39]2[CH2:44][CH2:43][CH:42]([N:45]3[CH2:51][CH2:50][C:49]4[CH:52]=[CH:53][CH:54]=[CH:55][C:48]=4[NH:47][C:46]3=[O:56])[CH2:41][CH2:40]2)=[O:38])[C:16]([N:18]2[CH2:23][CH2:22][CH:21]([N:24]3[CH2:29][CH2:28][N:27]([CH3:30])[CH2:26][C@H:25]3[C:31]([O:33]CC)=[O:32])[CH2:20][CH2:19]2)=[O:17])=[CH:6][C:5]=1[Cl:57]>C1COCC1>[NH2:3][C:4]1[C:9]([C:10]([F:11])([F:13])[F:12])=[CH:8][C:7]([CH2:14][C@@H:15]([O:36][C:37]([N:39]2[CH2:40][CH2:41][CH:42]([N:45]3[CH2:51][CH2:50][C:49]4[CH:52]=[CH:53][CH:54]=[CH:55][C:48]=4[NH:47][C:46]3=[O:56])[CH2:43][CH2:44]2)=[O:38])[C:16]([N:18]2[CH2:19][CH2:20][CH:21]([N:24]3[CH2:29][CH2:28][N:27]([CH3:30])[CH2:26][C@H:25]3[C:31]([OH:33])=[O:32])[CH2:22][CH2:23]2)=[O:17])=[CH:6][C:5]=1[Cl:57] |f:0.1|. Reported procedure: 0.5 mL (1.00 mmol) 2 M LiOH solution were added to 80.0 mg (0.10 mmol) ethyl (S)-1-(1-{(R)-3-(4-amino-3-chloro-5-trifluoromethyl-phenyl)-2-[4-(2-oxo-1,2,4,5-tetrahydro-1,3-benzodiazepin-3-yl)-piperidine-1-carbonyloxy]-propionyl}-piperidin-4-yl)-4-methyl-piperazine-2-carboxylate in 1 mL THF and the reaction mixture was stirred for 20 h at RT. This was purified by HPLC without working up; the fractions containing the product were combined and lyophilised. Reactants: CC(C)c1nn(Cc2ccc(Br)cc2)c(=O)c(C(=O)NCC(=O)O)c1O, O=C([O-])[O-], C1COCCO1, COc1ccccc1B(O)O, Cl, [K+], [K+], O, c1ccc(P(c2ccccc2)(c2ccccc2)[Pd](P(c2ccccc2)(c2ccccc2)c2ccccc2)(P(c2ccccc2)(c2ccccc2)c2ccccc2)P(c2ccccc2)(c2ccccc2)c2ccccc2)cc1. Product: COc1ccccc1-c1ccc(Cn2nc(C(C)C)c(O)c(C(=O)NCC(=O)O)c2=O)cc1. Reaction SMILES: [Br:1][c:2]1[cH:3][cH:4][c:5]([CH2:8][n:9]2[n:10][c:11]([CH:24]([CH3:25])[CH3:26])[c:12]([OH:23])[c:13]([C:16](=[O:17])[NH:18][CH2:19][C:20](=[O:21])[OH:22])[c:14]2=[O:15])[cH:6][cH:7]1.[C:38](=[O:39])([O-:40])[O-:41].[CH2:45]1[O:46][CH2:47][CH2:48][O:49][CH2:50]1.[CH3:27][O:28][c:29]1[c:30]([B:35]([OH:36])[OH:37])[cH:31][cH:32][cH:33][cH:34]1.[ClH:44].[K+:42].[K+:43].[OH2:51].[cH:52]1[cH:53][cH:54][c:55]([P:56]([Pd:57]([P:58]([c:59]2[cH:60][cH:61][cH:62][cH:63][cH:64]2)([c:65]2[cH:66][cH:67][cH:68][cH:69][cH:70]2)[c:71]2[cH:72][cH:73][cH:74][cH:75][cH:76]2)([P:77]([c:78]2[cH:79][cH:80][cH:81][cH:82][cH:83]2)([c:84]2[cH:85][cH:86][cH:87][cH:88][cH:89]2)[c:90]2[cH:91][cH:92][cH:93][cH:94][cH:95]2)[P:96]([c:97]2[cH:98][cH:99][cH:100][cH:101][cH:102]2)([c:103]2[cH:104][cH:105][cH:106][cH:107][cH:108]2)[c:109]2[cH:110][cH:111][cH:112][cH:113][cH:114]2)([c:115]2[cH:116][cH:117][cH:118][cH:119][cH:120]2)[c:121]2[cH:122][cH:123][cH:124][cH:125][cH:126]2)[cH:127][cH:128]1>>[c:2]1(-[c:30]2[c:29]([O:28][CH3:27])[cH:34][cH:33][cH:32][cH:31]2)[cH:3][cH:4][c:5]([CH2:8][n:9]2[n:10][c:11]([CH:24]([CH3:25])[CH3:26])[c:12]([OH:23])[c:13]([C:16](=[O:17])[NH:18][CH2:19][C:20](=[O:21])[OH:22])[c:14]2=[O:15])[cH:6][cH:7]1.